Task: describe an organic reaction: reactants, conditions, products, and yield. Dataset: the Open Reaction Database (ORD), a public repository of structured organic reaction records The reactants are C(=S)(Cl)Cl (thiophosgene), NC=1N=CC(=NC1)C#N (5-aminopyrazine-2-carbonitrile), N1=CC=CC=C1 (pyridine). Run in C1CCOC1 (THF), C(Cl)Cl (CH2Cl2), C1CCOC1 (THF). Reaction conditions: time 3 hour. The product is N(=C=S)C=1N=CC(=NC1)C#N (5-Isothiocyanatopyrazine-2-carbonitrile). Reaction SMILES: [C:1](Cl)(Cl)=[S:2].[NH2:5][C:6]1[N:7]=[CH:8][C:9]([C:12]#[N:13])=[N:10][CH:11]=1.N1C=CC=CC=1>C1COCC1.C(Cl)Cl>[N:5]([C:6]1[N:7]=[CH:8][C:9]([C:12]#[N:13])=[N:10][CH:11]=1)=[C:1]=[S:2]. Procedure: A solution of thiophosgene (1.86 g, 15 mmol) in THF (4 mL) is added dropwise to a solution of 5-aminopyrazine-2-carbonitrile (1.20 g, 10 mmol) and pyridine (2 mL) in CH2Cl2 (200 mL) and THF (25 mL) at room temperature. The reaction mixture is stirred at room temperature for 3 h. The mixture is concentrated and the crude product is diluted with ethyl acetate, filtered and concentrated to give the title compound. Reported procedure: 38 mg of 3-{1-[2-(2-fluoro-phenyl)-ethyl]-2-oxo-2,5-dihydro-1H-pyrrol-3-yl}-propionic acid methyl ester (x) prepared by the above Step 4 was dissolved in methanol solution (0.13 mM) and then 1.7 M methanolic suspension solution containing NH2OK (0.38 ml, 0.65 mM) was added thereto at 0° C. and the resulting mixture was stirred for 8 hrs at room temperature. The resulting mixture was neutralized with 0.02 ml of acetic acid, diluted with 10% methanol/chloroform solution, filtered and concentrated ... Run at temperature 0 celsius, time 8 hour. The solvent is CO (methanol), CO.C(Cl)(Cl)Cl (methanol chloroform). Product: FC1=C(C=CC=C1)CCN1C(C(=CC1)CCC(=O)NO)=O (3-{1-[2-(2-fluoro-phenyl)-ethyl]-2-oxo-2,5-dihydro-1H-pyrrol-3-yl}-N-hydroxy-propionamide). As a reaction SMILES: C[O:2][C:3](=O)[CH2:4][CH2:5][C:6]1[C:7](=[O:20])[N:8]([CH2:11][CH2:12][C:13]2[CH:18]=[CH:17][CH:16]=[CH:15][C:14]=2[F:19])[CH2:9][CH:10]=1.[NH2:22][O:23][K].C(O)(=O)C>CO.CO.C(Cl)(Cl)Cl>[F:19][C:14]1[CH:15]=[CH:16][CH:17]=[CH:18][C:13]=1[CH2:12][CH2:11][N:8]1[CH2:9][CH:10]=[C:6]([CH2:5][CH2:4][C:3]([NH:22][OH:23])=[O:2])[C:7]1=[O:20] |f:4.5|. Reactants: COC(CCC=1C(N(CC1)CCC1=C(C=CC=C1)F)=O)=O (3-{1-[2-(2-fluoro-phenyl)-ethyl]-2-oxo-2,5-dihydro-1H-pyrrol-3-yl}-propionic acid methyl ester), C(C)(=O)O (acetic acid), methanolic suspension, NO[K] (NH2OK). Isolated yield 65.0%.